Dataset: the Open Reaction Database (ORD), a public repository of structured organic reaction records. Task: describe an organic reaction: reactants, conditions, products, and yield Starting materials: COC(=O)CCC(C)C(=O)O, COC(=O)C1NC2CCC1C2, CCN1CCOCC1, CCOC(C)=O, C(=NC1CCCCC1)=NC1CCCCC1, Cl, C1CCOC1, On1nnc2ccccc21. The product is COC(=O)CCC(C)C(=O)N1C2CCC(C2)C1C(=O)OC. RXN SMILES: [C:13](=[O:14])([O:15][CH3:16])[CH2:17][CH2:18][CH:19]([C:20](=[O:21])[OH:22])[CH3:23].[C:2](=[O:3])([O:4][CH3:5])[CH:6]1[NH:7][CH:8]2[CH2:9][CH2:10][CH:11]1[CH2:12]2.[CH2:24]([N:25]1[CH2:26][CH2:27][O:28][CH2:29][CH2:30]1)[CH3:31].[CH3:57][CH2:58][O:59][C:60](=[O:61])[CH3:62].[CH:42]1([N:43]=[C:44]=[N:45][CH:46]2[CH2:47][CH2:48][CH2:49][CH2:50][CH2:51]2)[CH2:52][CH2:53][CH2:54][CH2:55][CH2:56]1.[ClH:1].[O:63]1[CH2:64][CH2:65][CH2:66][CH2:67]1.[OH:32][n:33]1[c:34]2[cH:35][cH:36][cH:37][cH:38][c:39]2[n:40][n:41]1>>[C:2](=[O:3])([O:4][CH3:5])[CH:6]1[N:7]([C:20]([CH:19]([CH2:18][CH2:17][C:13](=[O:14])[O:15][CH3:16])[CH3:23])=[O:21])[CH:8]2[CH2:9][CH2:10][CH:11]1[CH2:12]2. Starting materials: Cc1ccccc1, Cc1oc(-c2cccnc2)cc1C(O)C1CCCCC1, O=S(Cl)Cl. Yields the product Cc1oc(-c2cccnc2)cc1C(Cl)C1CCCCC1. As a reaction SMILES: [CH3:25][c:26]1[cH:27][cH:28][cH:29][cH:30][cH:31]1.[CH:1]1([CH:7]([OH:8])[c:9]2[c:10]([CH3:20])[o:11][c:12](-[c:14]3[cH:15][n:16][cH:17][cH:18][cH:19]3)[cH:13]2)[CH2:2][CH2:3][CH2:4][CH2:5][CH2:6]1.[S:21]([Cl:22])([Cl:23])=[O:24]>>[CH:1]1([CH:7]([c:9]2[c:10]([CH3:20])[o:11][c:12](-[c:14]3[cH:15][n:16][cH:17][cH:18][cH:19]3)[cH:13]2)[Cl:23])[CH2:2][CH2:3][CH2:4][CH2:5][CH2:6]1. Starting materials: COC(=O)C1CC(N)C(O)C1, CCOC(C)=O, CN(C)C=O, O=C(O)c1cccs1. The product is COC(=O)C1CC(O)C(NC(=O)c2cccs2)C1. Reaction SMILES: [CH3:1][O:2][C:3](=[O:4])[CH:5]1[CH2:6][CH:7]([NH2:11])[CH:8]([OH:10])[CH2:9]1.[CH3:25][CH2:26][O:27][C:28]([CH3:29])=[O:30].[O:20]=[CH:21][N:22]([CH3:23])[CH3:24].[s:12]1[c:13]([C:17](=[O:18])[OH:19])[cH:14][cH:15][cH:16]1>>[CH3:1][O:2][C:3](=[O:4])[CH:5]1[CH2:6][CH:7]([NH:11][C:17]([c:13]2[s:12][cH:16][cH:15][cH:14]2)=[O:18])[CH:8]([OH:10])[CH2:9]1. Starting materials: ClCC(=O)O (chloroacetic acid), C(C)(C)OC(C)C (diisopropyl ether), [NH2+]=C(S)N (thiouronium), [OH-].[Na+] (sodium hydroxide), NC(=S)N (thiourea), Br (hydrobromic acid), C([O-])(O)=O (bicarbonate), Cl (HCl), C(C1=CC=2OCOC2C=C1)O (piperonyl alcohol). Solvent: O (water), petroleum ether, O (water). Conditions: temperature 60 celsius. The product is C1OC=2C=C(CCC(=S)O)C=CC2O1 (3,4-Methylenedioxybenzylthio-acetic acid). The yield is 52.8%. RXN SMILES: NC(N)=[S:3].Br.[CH2:6](O)[C:7]1[CH:15]=[CH:14][C:13]2[O:12][CH2:11][O:10][C:9]=2[CH:8]=1.[NH2+]=C(N)S.[OH-].[Na+].Cl[CH2:24][C:25]([OH:27])=O.Cl.C(=O)(O)[O-].C(OC(C)C)(C)C>O>[CH2:11]1[O:12][C:13]2[CH:14]=[CH:15][C:7]([CH2:6][CH2:24][C:25]([OH:27])=[S:3])=[CH:8][C:9]=2[O:10]1 |f:4.5|. Procedure details: A solution of 18.24 g (0.24 mol) of thiourea in 104 ml of 48% strength hydrobromic acid and 20 ml of water is introduced into a one liter three-necked flask equipped with a magnetic stirrer and a condenser. The mixture is heated to 60° C. and 30.4 g (0.2 mol) of piperonyl alcohol are introduced. The temperature is raised to 95° C. and the mixture is allowed to cool. Crystals of thiouronium salt appear; these are filtered off and suction-drained. The precipitate thus obtained is introduced into a...